Task: describe an organic reaction: reactants, conditions, products, and yield. Dataset: the Open Reaction Database (ORD), a public repository of structured organic reaction records The reactants are O=C(O)c1cc2ccccc2s1, COc1ccc(N)cc1C. Reagents/catalysts: C1CCC(CC1)N=C=NC2CCCCC2 (DCC), C1=CC2=C(C=C1Cl)N(N=N2)O (6-Cl-HOBT). Solvent: CN(C)C=O (DMF), CN(C)C=O (DMF), CN(C)C=O (DMF), CN(C)C=O (DMF), CN(C)C=O (DMF), CN(C)C=O (DMF). Run at temperature 25 celsius, time 2 hour. Yields the product COc1ccc(NC(=O)c2cc3ccccc3s2)cc1C. The yield is 79.2%. Reaction SMILES: COc1ccc(N)cc1C.O=C(O)c1cc2ccccc2s1.C1CCC(CC1)N=C=NC2CCCCC2.C1=CC2=C(C=C1Cl)N(N=N2)O.CN(C)C=O>>COc1ccc(NC(=O)c2cc3ccccc3s2)cc1C.